describe an organic reaction: reactants, conditions, products, and yield From a dataset of the Open Reaction Database (ORD), a public repository of structured organic reaction records. Starting materials: ClC=1C=C(C(=O)Cl)C=C(C1)Cl (3,5-Dichlorobenzoyl chloride), NN1CCC2=C(C(C1)OC1=CC=CC=C1)C=C(C(=C2)OC)OC (3-amino-7,8-dimethoxy-1-phenoxy-2,3,4,5-tetrahydro-3-benzazepine), C([O-])(O)=O.[Na+] (sodium bicarbonate). Solvent: ClCCl (dichloromethane). Run at time 1 hour. Yields the product ClC=1C=C(C(=O)NN2CCC3=C(C(C2)OC2=CC=CC=C2)C=C(C(=C3)OC)OC)C=C(C1)Cl (3,5-Dichloro-N-(7,8-dimethoxy-1-phenoxy-2,3,4,5-tetrahydro-1H-3-benzazepin-3-yl)benzamide). Isolated yield 61.4%. RXN SMILES: [Cl:1][C:2]1[CH:3]=[C:4]([CH:8]=[C:9]([Cl:11])[CH:10]=1)[C:5](Cl)=[O:6].[NH2:12][N:13]1[CH2:19][CH:18]([O:20][C:21]2[CH:26]=[CH:25][CH:24]=[CH:23][CH:22]=2)[C:17]2[CH:27]=[C:28]([O:33][CH3:34])[C:29]([O:31][CH3:32])=[CH:30][C:16]=2[CH2:15][CH2:14]1.C(=O)(O)[O-].[Na+]>ClCCl>[Cl:1][C:2]1[CH:3]=[C:4]([CH:8]=[C:9]([Cl:11])[CH:10]=1)[C:5]([NH:12][N:13]1[CH2:19][CH:18]([O:20][C:21]2[CH:22]=[CH:23][CH:24]=[CH:25][CH:26]=2)[C:17]2[CH:27]=[C:28]([O:33][CH3:34])[C:29]([O:31][CH3:32])=[CH:30][C:16]=2[CH2:15][CH2:14]1)=[O:6] |f:2.3|. Procedure details: 3,5-Dichlorobenzoyl chloride (1.7 g) was added to a solution of 3-amino-7,8-dimethoxy-1-phenoxy-2,3,4,5-tetrahydro-3-benzazepine (2.1 g) in 100 ml dichloromethane containing sodium bicarbonate (3 g). After one hour, the mixture was filtered and concentrated. The solid residue was eluted through silica with 10% ethyl acetate in dichloromethane to yield 2.4 g of light tan solid, mp 182°-184°. This solid was recrystallized from acetonitrile to yield 2 g of white crystals, mp 184°-185°. Starting materials: C(C1=CC=CC=C1)OC(C)C1=NN2C(C(N1)=O)=CN=C2C=2CCOCC2 (2-(1-Benzyloxy-ethyl)-7-(3,6-dihydro-2H-pyran-4-yl)-3H-imidazo[5,1-f][1,2,4]triazin-4-one). Reagents/catalysts: [OH-].[OH-].[Pd+2] (Pd(OH)2/C). Solvent: CO (MeOH). Run at temperature 75 celsius, time 8 hour. The product is OC(C)C1=NN2C(C(N1)=O)=CN=C2C2CCOCC2 (2-(1-Hydroxy-ethyl)-7-(tetrahydro-pyran-4-yl)-3H-imidazo[5,1-f][1,2,4]triazin-4-one). Isolated yield 80.1%. RXN SMILES: C([O:8][CH:9]([C:11]1[NH:16][C:15](=[O:17])[C:14]2=[CH:18][N:19]=[C:20]([C:21]3[CH2:22][CH2:23][O:24][CH2:25][CH:26]=3)[N:13]2[N:12]=1)[CH3:10])C1C=CC=CC=1>CO.[OH-].[OH-].[Pd+2]>[OH:8][CH:9]([C:11]1[NH:16][C:15](=[O:17])[C:14]2=[CH:18][N:19]=[C:20]([CH:21]3[CH2:22][CH2:23][O:24][CH2:25][CH2:26]3)[N:13]2[N:12]=1)[CH3:10] |f:2.3.4|. Procedure details: To a solution of compound 13 (900 mg, 2.55 mmol) in MeOH (30 mL) was added Pd(OH)2/C (120 mg). The mixture was stirred at 75° C. under H2 (50 psi) overnight. The suspension was filtered through Celite, washed with MeOH (20 mL×2). The combined organic phases were concentrated in vacuo to afford compound 14 (540 mg, 80% yield) as a white solid. LC-MS: m/z 265 [M+H]+. 1H NMR (400 MHz, CDCl3): δ 9.07 (br. s, 1H), 7.85 (s, 1H), 4.84 (q, J=6.4 Hz, 1H), 4.11 (m, 2H), 3.59 (m, 2H), 3.44˜3.39 (m, 1H), 2.... Starting materials: BrB(Br)Br, O=C([O-])O, ClCCl, COc1ccc2c(c1)SC(CCCCN1CCN(c3cc(C)ccn3)CC1)C(=O)N2, ClC(Cl)Cl, [Na+]. Product: Cc1ccnc(N2CCN(CCCCC3Sc4cc(O)ccc4NC3=O)CC2)c1. As a reaction SMILES: [B:31]([Br:32])([Br:33])[Br:34].[C:35](=[O:36])([O-:37])[OH:38].[CH2:44]([Cl:45])[Cl:46].[CH3:1][O:2][c:3]1[cH:4][c:5]2[c:6]([cH:29][cH:30]1)[NH:7][C:8](=[O:28])[CH:9]([CH2:11][CH2:12][CH2:13][CH2:14][N:15]1[CH2:16][CH2:17][N:18]([c:21]3[n:22][cH:23][cH:24][c:25]([CH3:27])[cH:26]3)[CH2:19][CH2:20]1)[S:10]2.[CH:40]([Cl:41])([Cl:42])[Cl:43].[Na+:39]>>[OH:2][c:3]1[cH:4][c:5]2[c:6]([cH:29][cH:30]1)[NH:7][C:8](=[O:28])[CH:9]([CH2:11][CH2:12][CH2:13][CH2:14][N:15]1[CH2:16][CH2:17][N:18]([c:21]3[n:22][cH:23][cH:24][c:25]([CH3:27])[cH:26]3)[CH2:19][CH2:20]1)[S:10]2. Reactants: N1=C(C=CC=C1C(=O)OC)C(=O)OC (dimethyl pyridine-2,6-dicarboxylate), N1=CC(=CC(=C1)C(=O)OC)C(=O)OC (dimethyl pyridine-3,5-dicarboxylate). Product: O1C=NC=C1C1=CC=CC(=N1)CO (6-(5-oxazolyl)-2-pyridinemethanol). As a reaction SMILES: [N:1]1[C:6]([C:7]([O:9]C)=O)=[CH:5][CH:4]=[CH:3][C:2]=1[C:11]([O:13][CH3:14])=O.[N:15]1C=C(C(OC)=O)C=C(C(OC)=O)[CH:16]=1>>[O:13]1[C:11]([C:2]2[N:1]=[C:6]([CH2:7][OH:9])[CH:5]=[CH:4][CH:3]=2)=[CH:16][N:15]=[CH:14]1. Reported procedure: When the same reaction as in Referential Example 39 is carried out using dimethyl pyridine-2,6-dicarboxylate instead of the starting dimethyl pyridine-3,5-dicarboxylate, 6-(5-oxazolyl)-2-pyridinemethanol is obtained.